This data is from the Open Reaction Database (ORD), a public repository of structured organic reaction records. The task is: describe an organic reaction: reactants, conditions, products, and yield Reactants: C#C, c1c(ccc(c1)S(=O)(=O)NOC(C(C)(C)C)=O)Br. Reagents/catalysts: c1ccc(cc1)-c2c3ccccc3cc4ccccc24 (9-Phenylanthracene), CC(=O)[O-].[K+] (KOAc), C1(C(C(C(C1C)C)C)C)C.C1(C(C(C(C1C)C)C)C)C.[Rh](Cl)Cl.[Rh](Cl)Cl ([Cp*RhCl2]2). Run in C1CCOC1 (THF). Conditions: temperature 25 celsius, time 18 hour. Product: CC1=NS(=O)(=O)c2ccc(Br)cc12. RXN SMILES: CC(C(O[NH:1][S:2]([c:5]1[cH:11][cH:10][c:8]([Br:9])[cH:7][cH:6]1)(=[O:4])=[O:3])=O)(C)C.[CH:12]#[CH:13]>>[CH3:12][C:13]([c:11]([c:5]1[S:2]2(=[O:4])=[O:3])[cH:10][c:8]([Br:9])[cH:7][cH:6]1)=[N:1]2.